From a dataset of the Open Reaction Database (ORD), a public repository of structured organic reaction records. describe an organic reaction: reactants, conditions, products, and yield The reactants are BrC1=C(C=CC=C1)I (1-bromo-2-iodobenzene), CC1=C(C=CC(=C1)C)S (2,4-dimethylthiophenol), C=1C=CC(=CC1)P(C=2C=CC=CC2)C3=CC=C4C=CC=CC4=C3C5=C6C=CC=CC6=CC=C5P(C=7C=CC=CC7)C=8C=CC=CC8 (BINAP), CC(C)([O-])C.[Na+] (sodium tert-butoxide), N1CCNCC1 (piperazine). Run in O (water), C1(=CC=CC=C1)C (toluene). Conditions: time 60 minute. The product is Br.CC1=C(C=CC(=C1)C)SC1=C(C=CC=C1)N1CCNCC1 (1-[2-(2,4-dimethylphenylsulfanyl)phenyl]piperazine-HBr). Reaction SMILES: C1C=CC(P(C2[C:23]([C:24]3[C:33](P(C4C=CC=CC=4)C4C=CC=CC=4)=[CH:32][CH:31]=[C:30]4[C:25]=3C=CC=[CH:29]4)=C3C(C=CC=C3)=CC=2)C2C=CC=CC=2)=CC=1.CC(C)([O-])C.[Na+].[NH:53]1[CH2:58][CH2:57][NH:56][CH2:55][CH2:54]1.[Br:59]C1C=CC=CC=1I.C[C:68]1[CH:73]=[C:72](C)[CH:71]=[CH:70][C:69]=1[SH:75]>O.C1(C)C=CC=CC=1>[BrH:59].[CH3:23][C:24]1[CH:25]=[C:30]([CH3:29])[CH:31]=[CH:32][C:33]=1[S:75][C:69]1[CH:70]=[CH:71][CH:72]=[CH:73][C:68]=1[N:53]1[CH2:58][CH2:57][NH:56][CH2:55][CH2:54]1 |f:1.2,8.9|. Procedure: Under a nitrogen atmosphere Pddba2 (211 mg, 0.367 mmol), BINAP (458 mg, 0.736 mmol), sodium tert-butoxide (26.0 g), piperazine (27.5 g) and toluene (185 mL) were stirred at room temperature for approx 30 minutes. To this mixture was added 1-bromo-2-iodobenzene (12 mL) and 2,4-dimethylthiophenol (12.3 mL) and the reaction mixture was stirred for approximately 60 minutes without heating. The reaction mixture was then heated at reflux for 5 hours, and then water (70 mL) was added followed by stirri... Starting materials: OC=1C=C(C=O)C=CC1 (3-hydroxybenzaldehyde), C([O-])([O-])=O.[K+].[K+] (potassium carbonate), BrCCC (1-bromopropane), O (water). Run in CN(C)C=O (DMF). Reaction conditions: time 8 hour. Yields the product C(CC)OC=1C=C(C=O)C=CC1 (3-propoxybenzaldehyde). Yield: 99.7%. RXN SMILES: [OH:1][C:2]1[CH:3]=[C:4]([CH:7]=[CH:8][CH:9]=1)[CH:5]=[O:6].C(=O)([O-])[O-].[K+].[K+].Br[CH2:17][CH2:18][CH3:19].O>CN(C=O)C>[CH2:17]([O:1][C:2]1[CH:3]=[C:4]([CH:7]=[CH:8][CH:9]=1)[CH:5]=[O:6])[CH2:18][CH3:19] |f:1.2.3|. Reported procedure: To a solution of 3-hydroxybenzaldehyde (10.0 g) in DMF (120 ml) were added potassium carbonate (15.8 g) and 1-bromopropane (12.1 g), and the mixture was stirred under nitrogen atmosphere at room temperature overnight. Then, water was added to the mixture, which was extracted with ethyl acetate and washed with 1N sodium hydroxide solution twice, with water three times and with saturated brine once. After dried with magnesium sulfate, the solvent was evaporated under reduced pressure to give 3-pro... Starting materials: COC(C(C(=O)OC)C(C1=C(C=C(C=C1)Br)SC(N(C)C)=O)=O)=O (2-(4-bromo-2-dimethylcarbamoylsulfanyl-benzoyl)-malonic acid dimethyl ester). Solvent: C[O-].[Na+].CO (NaOMe MeOH). Product: COC(=O)C=1C(SC2=CC(=CC=C2C1O)Br)=O (7-bromo-4-hydroxy-2-oxo-2H-thiochromene-3-carboxylic acid methyl ester). The yield is 63.6%. RXN SMILES: [CH3:1][O:2][C:3](=[O:24])[CH:4]([C:9](=[O:23])[C:10]1[CH:15]=[CH:14][C:13]([Br:16])=[CH:12][C:11]=1[S:17][C:18](=[O:22])N(C)C)C(OC)=O>C[O-].[Na+].CO>[CH3:1][O:2][C:3]([C:4]1[C:18](=[O:22])[S:17][C:11]2[C:10]([C:9]=1[OH:23])=[CH:15][CH:14]=[C:13]([Br:16])[CH:12]=2)=[O:24] |f:1.2.3|. Reported procedure: A mixture of 2-(4-bromo-2-dimethylcarbamoylsulfanyl-benzoyl)-malonic acid dimethyl ester (11.2 g, 26.79 mmol) in 0.5 M NaOMe/MeOH solution (214 mL) was heated to reflux for 6 h. After cooling overnight, the precipitated solid was collected by filtration and rinsed with MeOH followed by ether. The solid was dried in vacuo to provide 7-bromo-4-hydroxy-2-oxo-2H-thiochromene-3-carboxylic acid methyl ester (5.37 g) as a sodium salt. 1H NMR (200 MHz, DMSO-d6): δ (ppm)=7.98 (d, J=8.5 Hz, 1H), 7.50 (d, ... Reactants: CC(CO)(CC(=C)C)C1C2CCC(C1(C)C)C2 (2,4-Dimethyl-2-(3,3-dimethylbicyclo[2.2.1]hept-2-yl) -4-pentenol). Solvent: CCCCCCC (heptane). Product: CC1(OCC(C1)(C1C2CCC(C1(C)C)C2)C)C (2,2,4-Trimethyl-4-(3,3-dimethylbicyclo[2.2.1]hept-2-yl)tetrahydrofuran). Isolated yield 95.2%. Reaction SMILES: [CH3:1][C:2]([CH:9]1[C:14]([CH3:16])([CH3:15])[CH:13]2[CH2:17][CH:10]1[CH2:11][CH2:12]2)([CH2:5][C:6]([CH3:8])=[CH2:7])[CH2:3][OH:4]>CCCCCCC>[CH3:7][C:6]1([CH3:8])[CH2:5][C:2]([CH3:1])([CH:9]2[C:14]([CH3:16])([CH3:15])[CH:13]3[CH2:17][CH:10]2[CH2:11][CH2:12]3)[CH2:3][O:4]1. Procedure details: Similar to Example 4, 33.4 g of the alcohol from Example 52 at a purity of 96.8% (0.136 mole), 0.5 g of Amberlyst-15 and 150 ml of heptane were refluxed for 12 hours. After the usual work-up, 35.6 g of crude tetrahydrofuran was distilled to afford 31.8 g of purified product (98% yield). BP 75° C./0.08 mmHg; 1H-NMR (300 MHz), δ 1.01 (3H, s), 1.05 (3H, s), 1.21 (3H, s), 1.24 (3H, s), 1.31 (3H, s), 1.1-1.3 (2H, m), 1.35-2.05 (9H, m), 3.58 (2H, m); 13C-NMR (75 MHz), δ 23.67, 26.36, 26.63, 28.04, 29....